Dataset: the Open Reaction Database (ORD), a public repository of structured organic reaction records. Task: describe an organic reaction: reactants, conditions, products, and yield Reactants: [Mg+]Cc1ccccc1, C1CCOC1, [Cl-], [Cl-], CCOC(=O)C(F)(F)Cl, [NH4+]. Yields the product O=C(Cc1ccccc1)C(F)(F)Cl. Reaction SMILES: [CH2:11]([c:12]1[cH:13][cH:14][cH:15][cH:16][cH:17]1)[Mg+:18].[CH2:21]1[O:22][CH2:23][CH2:24][CH2:25]1.[Cl-:10].[Cl-:19].[Cl:1][C:2]([C:3]([O:5][CH2:4][CH3:6])=[O:7])([F:8])[F:9].[NH4+:20]>>[Cl:1][C:2]([C:3](=[O:5])[CH2:11][c:12]1[cH:13][cH:14][cH:15][cH:16][cH:17]1)([F:8])[F:9]. The reactants are Cl (hydrochloric acid), C(C)(=O)OCC(C)(O)C=1N=C(SC1)NC(=O)OCC=C (2-(2-{[(allyloxy)carbonyl]amino}-1,3-thiazol-4-yl)-2-hydroxypropyl acetate), C(CCC)N (n-butylamine), C(=O)O (formic acid), tetrakistriphenylphosphine palladium. Solvent: C1CCOC1 (THF). Run at time 30 minute. Yields the product C(C)(=O)OCC(C)(O)C=1N=C(SC1)N (2-(2-amino-1,3-thiazol-4-yl)-2-hydroxypropyl acetate). The yield is 45.9%. RXN SMILES: [C:1]([O:4][CH2:5][C:6]([C:9]1[N:10]=[C:11]([NH:14]C(OCC=C)=O)[S:12][CH:13]=1)([OH:8])[CH3:7])(=[O:3])[CH3:2].C(N)CCC.C(O)=O.Cl>C1COCC1>[C:1]([O:4][CH2:5][C:6]([C:9]1[N:10]=[C:11]([NH2:14])[S:12][CH:13]=1)([OH:8])[CH3:7])(=[O:3])[CH3:2]. Procedure: To a solution of 2-(2-{[(allyloxy)carbonyl]amino}-1,3-thiazol-4-yl)-2-hydroxypropyl acetate (790 mg) in THF (10 mL) were added n-butylamine (0.52 mL), formic acid (0.20 mL), and tetrakistriphenylphosphine palladium (33 mg) at room temperature, followed by stirring at room temperature for 30 minutes. To the reaction mixture was added 1 M hydrochloric acid (30 mL) at room temperature, followed by extraction with ethyl acetate. The aqueous layer was adjusted to pH 9 using saturated aqueous sodium b... Reactants: C(C)(C)(C)C1=CC=C(C=C1)C1=C(C=C(C=C1C)O)C (4′-tert-butyl-2,6-dimethyl-biphenyl-4-ol), COC(=O)C=1SC(=CC1)C(CC)CO (5-(1-hydroxymethyl-propyl)-thiophene-2-carboxylic acid methyl ester), Cl.COC(CCN)=O (3-amino-propionic acid methyl ester hydrochloride salt). Reaction SMILES: [C:1]([C:5]1[CH:10]=[CH:9][C:8]([C:11]2[C:16]([CH3:17])=[CH:15][C:14]([OH:18])=[CH:13][C:12]=2[CH3:19])=[CH:7][CH:6]=1)([CH3:4])([CH3:3])[CH3:2].CO[C:22]([C:24]1[S:25][C:26]([CH:29]([CH2:32]O)[CH2:30][CH3:31])=[CH:27][CH:28]=1)=[O:23].Cl.[CH3:35][O:36][C:37](=[O:41])[CH2:38][CH2:39][NH2:40]>>[CH3:35][O:36][C:37](=[O:41])[CH2:38][CH2:39][NH:40][C:22]([C:24]1[S:25][C:26]([CH:29]([CH2:32][O:18][C:14]2[CH:13]=[C:12]([CH3:19])[C:11]([C:8]3[CH:7]=[CH:6][C:5]([C:1]([CH3:4])([CH3:3])[CH3:2])=[CH:10][CH:9]=3)=[C:16]([CH3:17])[CH:15]=2)[CH2:30][CH3:31])=[CH:27][CH:28]=1)=[O:23] |f:2.3|. Reported procedure: This compound is made by the general method as exemplified in Preparation 94 using 4′-tert-butyl-2,6-dimethyl-biphenyl-4-ol and 5-(1-hydroxymethyl-propyl)-thiophene-2-carboxylic acid methyl ester in Step A and 3-amino-propionic acid methyl ester hydrochloride salt in Step C as the starting materials to provide (±)-3-({5-[1-(4′-tert-butyl-2,6-dimethyl-biphenyl-4-yloxymethyl)-propyl]-thiophene-2-carbonyl}-amino)-propionic acid methyl ester (0.213 g) as a white solid. MS (ES): 520.3 [M−H]−. The rac... Product: COC(CCNC(=O)C=1SC(=CC1)C(CC)COC1=CC(=C(C(=C1)C)C1=CC=C(C=C1)C(C)(C)C)C)=O ((±)-3-({5-[1-(4′-tert-butyl-2,6-dimethyl-biphenyl-4-yloxymethyl)-propyl]-thiophene-2-carbonyl}-amino)-propionic acid methyl ester). Reactants: C(C#C)(=O)OC (methyl propynoate), C([O-])([O-])=O.[K+].[K+] (potassium carbonate), O (water), IC1=C(C=CC=C1)C(C)OC[C@@H]1OC1 ((R)-2-[[1-(2-iodophenyl)ethoxy]methyl]oxirane). Reagents/catalysts: C=1C=CC(=CC1)[P](C=2C=CC=CC2)(C=3C=CC=CC3)[Pd]([P](C=4C=CC=CC4)(C=5C=CC=CC5)C=6C=CC=CC6)([P](C=7C=CC=CC7)(C=8C=CC=CC8)C=9C=CC=CC9)[P](C=1C=CC=CC1)(C=1C=CC=CC1)C=1C=CC=CC1 (tetrakis(triphenylphosphine)palladium(0)), [Cu](I)I (copper iodide). Solvent: O1CCCC1 (tetrahydrofuran). Run at temperature 65 celsius, time 8 hour. The product is O1[C@H](C1)COC(C)C1=C(C=CC=C1)C#CC(=O)OC (methyl [2-[1-(((2R)-oxiranyl)methoxy)ethyl]phenyl]propynoate). The yield is 3.3%. Reaction SMILES: I[C:2]1[CH:7]=[CH:6][CH:5]=[CH:4][C:3]=1[CH:8]([O:10][CH2:11][C@H:12]1[CH2:14][O:13]1)[CH3:9].[C:15]([O:19][CH3:20])(=[O:18])[C:16]#[CH:17].C(=O)([O-])[O-].[K+].[K+].O>O1CCCC1.C1C=CC([P]([Pd]([P](C2C=CC=CC=2)(C2C=CC=CC=2)C2C=CC=CC=2)([P](C2C=CC=CC=2)(C2C=CC=CC=2)C2C=CC=CC=2)[P](C2C=CC=CC=2)(C2C=CC=CC=2)C2C=CC=CC=2)(C2C=CC=CC=2)C2C=CC=CC=2)=CC=1.[Cu](I)I>[O:13]1[CH2:14][C@@H:12]1[CH2:11][O:10][CH:8]([C:3]1[CH:4]=[CH:5][CH:6]=[CH:7][C:2]=1[C:17]#[C:16][C:15]([O:19][CH3:20])=[O:18])[CH3:9] |f:2.3.4,^1:36,38,57,76|. Procedure details: (R)-2-[[1-(2-Iodophenyl)ethoxy]methyl]oxirane (1.50 g) obtained in Step 1 was dissolved in tetrahydrofuran (15 ml), methyl propynoate (1.66 g), tetrakis(triphenylphosphine)palladium(0) (69.2 mg), copper iodide (37.5 mg) and potassium carbonate (2.72 g) were successively added, and the mixture was stirred overnight at 65° C. The reaction mixture was cooled to room temperature, water was added and, after filtration through celite, the filtrate was extracted with ethyl acetate. The organic layer wa... Starting materials: OS(=O)(=O)[O-].[K+] (KHSO4), OC1=C2C=C(N(C2=CC=C1)C)C(=O)OCC (ethyl 4-hydroxy-1-methyl-1H-indole-2-carboxylate), O[Li].O (LiOH.H2O). Run in C1CCOC1 (THF), O (water). Run at time 4 hour. Yields the product OC1=C2C=C(N(C2=CC=C1)C)C(=O)O (4-Hydroxy-1-methyl-1H-indole-2-carboxylic acid). Isolated yield 68.8%. As a reaction SMILES: [OH:1][C:2]1[CH:10]=[CH:9][CH:8]=[C:7]2[C:3]=1[CH:4]=[C:5]([C:12]([O:14]CC)=[O:13])[N:6]2[CH3:11].O[Li].O.OS([O-])(=O)=O.[K+]>C1COCC1.O>[OH:1][C:2]1[CH:10]=[CH:9][CH:8]=[C:7]2[C:3]=1[CH:4]=[C:5]([C:12]([OH:14])=[O:13])[N:6]2[CH3:11] |f:1.2,3.4|. Reported procedure: To a solution of ethyl 4-hydroxy-1-methyl-1H-indole-2-carboxylate (0.20 g) in THF (20 mL) was added LiOH.H2O (0.1 g) in water (20 mL) and the resulting two phase solution was stirred at room temperature under nitrogen for 4 hr. The reaction mixture was acidified with KHSO4 and the product was extracted into EtOAc, washed with brine, dried over MgSO4, and concentrated. The residue was chromatographed over silica gel with a mixture of EtOAc and hexane to give 0.12 g of the title compound. MS ES (M...